This data is from the Open Reaction Database (ORD), a public repository of structured organic reaction records. The task is: describe an organic reaction: reactants, conditions, products, and yield The reactants are ON=C(C=1C=C(N(C)C)C=CC1)C1=NN=NN1C (3-[(hydroxyimino)(1-methyl-1H-tetrazol-5-yl)methyl]-N,N-dimethylaniline), BrCC1=CC=CC(=N1)N1C(C2=CC=CC=C2C1=O)=O (2-[6-(bromomethyl)pyridin-2-yl]-1H-isoindole-1,3(2H)-dione), C([O-])([O-])=O.[Cs+].[Cs+] (cesium carbonate), [I-].[K+] (potassium iodide). The solvent is C(C)#N (acetonitrile). Conditions: time 24 hour. Yields the product CN(C=1C=C(C=CC1)C(C1=NN=NN1C)=NOCC1=CC=CC(=N1)N1C(C2=CC=CC=C2C1=O)=O)C (2-(6-{[({[3-(dimethylamino)phenyl](1-methyl-1H-tetrazol-5-yl)methylene}amino)oxy]methyl}pyridin-2-yl)-1H-isoindole-1,3(2H)-dione), P(HCOOH). The yield is 97.0%. As a reaction SMILES: [OH:1][N:2]=[C:3]([C:13]1[N:17]([CH3:18])[N:16]=[N:15][N:14]=1)[C:4]1[CH:5]=[C:6]([CH:10]=[CH:11][CH:12]=1)[N:7]([CH3:9])[CH3:8].Br[CH2:20][C:21]1[N:26]=[C:25]([N:27]2[C:35](=[O:36])[C:34]3[C:29](=[CH:30][CH:31]=[CH:32][CH:33]=3)[C:28]2=[O:37])[CH:24]=[CH:23][CH:22]=1.C(=O)([O-])[O-].[Cs+].[Cs+].[I-].[K+]>C(#N)C>[CH3:8][N:7]([CH3:9])[C:6]1[CH:5]=[C:4]([C:3](=[N:2][O:1][CH2:20][C:21]2[N:26]=[C:25]([N:27]3[C:28](=[O:37])[C:29]4[C:34](=[CH:33][CH:32]=[CH:31][CH:30]=4)[C:35]3=[O:36])[CH:24]=[CH:23][CH:22]=2)[C:13]2[N:17]([CH3:18])[N:16]=[N:15][N:14]=2)[CH:12]=[CH:11][CH:10]=1 |f:2.3.4,5.6|. Procedure: To a stirred solution of 3-[(hydroxyimino)(1-methyl-1H-tetrazol-5-yl)methyl]-N,N-dimethylaniline (2.90 g, 11 mmol) in dry acetonitrile (100 mL) were added 2-[6-(bromomethyl)pyridin-2-yl]-1H-isoindole-1,3(2H)-dione (3.74 g, 11.8 mmol), cesium carbonate (7.33 g, 22.5 mmol) and potassium iodide (0.89 g, 5.36 mmol). The reaction mixture was stirred at room temperature for 24 h, then insolubles were removed by filtration and washed with dichloromethane. The filtrates were combined and concentrated in... Reaction SMILES: [CH3:1][C:2](=[O:3])[O:4][C:5](=[O:6])[CH3:7].[CH:8]([CH3:9])([CH3:10])[O:11][C:12](=[O:13])[N:14]1[CH2:15][CH2:16][CH2:17][CH:18]([NH:28][CH2:29][c:30]2[cH:31][c:32]([C:40]([F:41])([F:42])[F:43])[cH:33][c:34]([C:36]([F:37])([F:38])[F:39])[cH:35]2)[c:19]2[c:20]1[c:21]1[c:25]([cH:26][cH:27]2)[CH2:24][CH2:23][CH2:22]1.[Cl:51][CH2:52][Cl:53].[ClH:50].[cH:44]1[cH:45][cH:46][n:47][cH:48][cH:49]1>>[CH3:1][C:2](=[O:3])[N:28]([CH:18]1[CH2:17][CH2:16][CH2:15][N:14]([C:12]([O:11][CH:8]([CH3:9])[CH3:10])=[O:13])[c:20]2[c:19]1[cH:27][cH:26][c:25]1[c:21]2[CH2:22][CH2:23][CH2:24]1)[CH2:29][c:30]1[cH:31][c:32]([C:40]([F:41])([F:42])[F:43])[cH:33][c:34]([C:36]([F:37])([F:38])[F:39])[cH:35]1. The reactants are CC(=O)OC(C)=O, CC(C)OC(=O)N1CCCC(NCc2cc(C(F)(F)F)cc(C(F)(F)F)c2)c2ccc3c(c21)CCC3, ClCCl, Cl, c1ccncc1. Yields the product CC(=O)N(Cc1cc(C(F)(F)F)cc(C(F)(F)F)c1)C1CCCN(C(=O)OC(C)C)c2c1ccc1c2CCC1. Starting materials: BrC1=C(C=CC(=C1)C(F)(F)F)F (2-bromo-1-fluoro-4-(trifluoromethyl)benzene), C([O-])([O-])=O.[Cs+].[Cs+] (cesium carbonate), BrC1=CC=C(O1)CN1C(=CC2=C(C(=CC=C12)C#N)C(F)(F)F)C1CC1 (1-[(5-bromo-2-furanyl)methyl]-2-cyclopropyl-4-(trifluoromethyl)-1H-indole-5-carbonitrile), C(C)(=O)[O-].[K+] (potassium acetate), CC1OB(OC1C)B1OC(C(O1)C)C (4,4′,5,5′-tetramethyl-2,2′-bi-1,3,2-dioxaborolane). Reagents/catalysts: C=1C=CC(=CC1)[P](C=2C=CC=CC2)(C=3C=CC=CC3)[Pd]([P](C=4C=CC=CC4)(C=5C=CC=CC5)C=6C=CC=CC6)([P](C=7C=CC=CC7)(C=8C=CC=CC8)C=9C=CC=CC9)[P](C=1C=CC=CC1)(C=1C=CC=CC1)C=1C=CC=CC1 (tetrakis(triphenylphosphine)palladium(0)), C(C)(=O)[O-].[Pd+2].C(C)(=O)[O-] (palladium acetate). Solvent: CN(C)C=O (DMF). Reaction conditions: temperature 90 celsius, time 8 hour. Product: C1(CC1)C=1N(C2=CC=C(C(=C2C1)C(F)(F)F)C#N)CC=1OC(=CC1)C1=C(C=CC(=C1)C(F)(F)F)F (2-Cyclopropyl-1-({5-[2-fluoro-5-(trifluoromethyl)phenyl]-2-furanyl}methyl)-4-(trifluoromethyl)-1H-indole-5-carbonitrile). The yield is 1.7%. RXN SMILES: Br[C:2]1[O:6][C:5]([CH2:7][N:8]2[C:16]3[C:11](=[C:12]([C:19]([F:22])([F:21])[F:20])[C:13]([C:17]#[N:18])=[CH:14][CH:15]=3)[CH:10]=[C:9]2[CH:23]2[CH2:25][CH2:24]2)=[CH:4][CH:3]=1.C([O-])(=O)C.[K+].CC1C(C)OB(B2OC(C)C(C)O2)O1.Br[C:46]1[CH:51]=[C:50]([C:52]([F:55])([F:54])[F:53])[CH:49]=[CH:48][C:47]=1[F:56].C(=O)([O-])[O-].[Cs+].[Cs+]>CN(C=O)C.C([O-])(=O)C.[Pd+2].C([O-])(=O)C.C1C=CC([P]([Pd]([P](C2C=CC=CC=2)(C2C=CC=CC=2)C2C=CC=CC=2)([P](C2C=CC=CC=2)(C2C=CC=CC=2)C2C=CC=CC=2)[P](C2C=CC=CC=2)(C2C=CC=CC=2)C2C=CC=CC=2)(C2C=CC=CC=2)C2C=CC=CC=2)=CC=1>[CH:23]1([C:9]2[N:8]([CH2:7][C:5]3[O:6][C:2]([C:46]4[CH:51]=[C:50]([C:52]([F:54])([F:55])[F:53])[CH:49]=[CH:48][C:47]=4[F:56])=[CH:3][CH:4]=3)[C:16]3[C:11]([CH:10]=2)=[C:12]([C:19]([F:22])([F:21])[F:20])[C:13]([C:17]#[N:18])=[CH:14][CH:15]=3)[CH2:25][CH2:24]1 |f:1.2,5.6.7,9.10.11,^1:80,82,101,120|. Procedure: To a solution of (1-[(5-bromo-2-furanyl)methyl]-2-cyclopropyl-4-(trifluoromethyl)-1H-indole-5-carbonitrile (Example 310C) (0.1 g, 0.24 mmol) in dry DMF (5 mL) was added potassium acetate (0.072 g, 0.73 mmol), palladium acetate (0.011 g, 0.048 mmol) and 4,4′,5,5′-tetramethyl-2,2′-bi-1,3,2-dioxaborolane (0.068 g, 0.264 mmol). The reaction is heated to 90° C. for 3 h. To the reaction was then added 2-bromo-1-fluoro-4-(trifluoromethyl)benzene (0.119 g, 0.48 mmol), cesium carbonate (0.159 g, 0.48 mmo... The reactants are Brc1nc2ccccc2s1, O=C([O-])[O-], CN(C)C=O, I[Cu]I, [K+], [K+], O=C(O)C1CCCN1. Yields the product O=C(O)C1CCCN1c1nc2ccccc2s1. RXN SMILES: [Br:9][c:10]1[s:11][c:12]2[c:13]([n:14]1)[cH:15][cH:16][cH:17][cH:18]2.[C:19](=[O:20])([O-:21])[O-:22].[CH3:25][N:26]([CH3:27])[CH:28]=[O:29].[Cu:30]([I:31])[I:32].[K+:23].[K+:24].[OH:1][C:2](=[O:3])[CH:4]1[CH2:5][CH2:6][CH2:7][NH:8]1>>[OH:1][C:2](=[O:3])[CH:4]1[CH2:5][CH2:6][CH2:7][N:8]1[c:10]1[s:11][c:12]2[c:13]([n:14]1)[cH:15][cH:16][cH:17][cH:18]2. The solvent is ClCCl (dichloromethane), ClCCl (dichloromethane). The reactants are CO (Methanol), N1(CCNCC1)C1=NC=NC2=CC(=C(C=C12)OC)OC (4-(1-piperazinyl)-6,7-dimethoxy quinazoline), N1=CC=CC=C1 (pyridine), [Cl-].N1=C(N=CC=C1)NS(=O)(=O)C1=CC=C(C=C1)NC=S (N-Pyrimidin-2-yl-4-thioformylamino-benzenesulfonamide chloride). Reaction SMILES: [N:1]1([C:7]2[C:16]3[C:11](=[CH:12][C:13]([O:19][CH3:20])=[C:14]([O:17][CH3:18])[CH:15]=3)[N:10]=[CH:9][N:8]=2)[CH2:6][CH2:5][NH:4][CH2:3][CH2:2]1.N1C=CC=CC=1.[Cl-].[N:28]1[CH:33]=[CH:32][CH:31]=[N:30][C:29]=1[NH:34][S:35]([C:38]1[CH:43]=[CH:42][C:41]([NH:44][CH:45]=[S:46])=[CH:40][CH:39]=1)(=[O:37])=[O:36].CO>ClCCl>[N:28]1[CH:33]=[CH:32][CH:31]=[N:30][C:29]=1[NH:34][S:35]([C:38]1[CH:43]=[CH:42][C:41]([NH:44][C:45]([N:4]2[CH2:5][CH2:6][N:1]([C:7]3[C:16]4[C:11](=[CH:12][C:13]([O:19][CH3:20])=[C:14]([O:17][CH3:18])[CH:15]=4)[N:10]=[CH:9][N:8]=3)[CH2:2][CH2:3]2)=[S:46])=[CH:40][CH:39]=1)(=[O:37])=[O:36] |f:2.3|. Product: N1=C(N=CC=C1)NS(=O)(=O)C1=CC=C(C=C1)NC(=S)N1CCN(CC1)C1=NC=NC2=CC(=C(C=C12)OC)OC (4-(6,7-Dimethoxy-quinazolin-4-yl)-piperazine-1-carbothioic acid [4-(pyrimidin-2-ylsulfamoyl)-phenyl]-amide). Procedure details: To a solution of 4-(1-piperazinyl)-6,7-dimethoxy quinazoline (200 mg, 0.73 mmol) and pyridine (0.5 mL, 6.4 mmol) in dichloromethane (20 mL) was added a solution of product 1d in dichloromethane (20 mL) and stirred overnight. Methanol was added for quenching excess thiophosgene, and the residue after removal of solvent was purified by silica gel column chromatography eluting with 5% methanol/dichloromethane and further recrystallized from dichloromethane/hexane to give 80 mg (20%). Conditions: time 8 hour. The reactants are ClC1=C(C(=CC=C1)Cl)NC(C(=O)OCC1=CC=CC=C1)OC(CC1=CC=CC=C1)=O (benzyl 2-[(2,6-dichlorophenyl)amino]phenylacetoxyacetate). The reagents and catalysts are [Pd] (Pd/C). The solvent is C(C)(=O)O (acetic acid). Conditions: temperature 40 celsius. Yields the product ClC1=C(C(=CC=C1)Cl)NC(C(=O)O)OC(CC1=CC=CC=C1)=O (2-[(2,6-dichlorophenyl)amino]phenylacetoxyacetic acid). The yield is 51.0%. Reaction SMILES: [Cl:1][C:2]1[CH:7]=[CH:6][CH:5]=[C:4]([Cl:8])[C:3]=1[NH:9][CH:10]([O:21][C:22](=[O:30])[CH2:23][C:24]1[CH:29]=[CH:28][CH:27]=[CH:26][CH:25]=1)[C:11]([O:13]CC1C=CC=CC=1)=[O:12]>C(O)(=O)C.[Pd]>[Cl:1][C:2]1[CH:7]=[CH:6][CH:5]=[C:4]([Cl:8])[C:3]=1[NH:9][CH:10]([O:21][C:22](=[O:30])[CH2:23][C:24]1[CH:25]=[CH:26][CH:27]=[CH:28][CH:29]=1)[C:11]([OH:13])=[O:12]. Reported procedure: 32 g (0.072 moles) of benzyl 2-[(2,6-dichlorophenyl)amino]phenylacetoxyacetate prepared above were dissolved in 1000 ml of acetic acid, and the resulting mixture was mixed with 5 g of Pd/C 10% and then hydrogenated at a pressure of 3 atmospheres under heating to a temperature of 40° C. for a period of 10 hours. The catalyst was filtered, and the resulting solution was concentrated and then washed with toluene to remove acetic acid. The product was then recrystallized from cyclohexane, thus obtai... Reactants: CC(=O)Oc1ccc(-c2cnc(-c3ccccc3)[nH]c2=O)cc1OC(C)=O, O=P(Cl)(Cl)Cl. Product: CC(=O)Oc1ccc(-c2cnc(-c3ccccc3)nc2Cl)cc1OC(C)=O. RXN SMILES: [C:1]([CH3:2])(=[O:3])[O:4][c:5]1[c:6]([O:24][C:25]([CH3:26])=[O:27])[cH:7][c:8](-[c:11]2[c:12](=[O:23])[nH:13][c:14](-[c:17]3[cH:18][cH:19][cH:20][cH:21][cH:22]3)[n:15][cH:16]2)[cH:9][cH:10]1.[P:28]([Cl:29])([Cl:30])([Cl:31])=[O:32]>>[C:1]([CH3:2])(=[O:3])[O:4][c:5]1[c:6]([O:24][C:25]([CH3:26])=[O:27])[cH:7][c:8](-[c:11]2[c:12]([Cl:30])[n:13][c:14](-[c:17]3[cH:18][cH:19][cH:20][cH:21][cH:22]3)[n:15][cH:16]2)[cH:9][cH:10]1. The reactants are O=C1N(C=2N(C(=C1CC1=CC=C(C=C1)C=1C(=CC=CC1)C#N)CCC)N=CN2)C2CCC(CC2)OCC=C (4′-({5-oxo-4-[4-(prop-2-en-1-yloxy)cyclohexyl]-7-propyl-4,5-dihydro[1,2,4]triazolo[1,5-a]pyrimidin-6-yl}methyl)biphenyl-2-carbonitrile), ClC1=CC(=CC=C1)C(=O)OO (m-chloroperbenzoic acid), C(O)([O-])=O.[Na+] (sodium hydrogen carbonate), S(=S)(=O)([O-])[O-].[Na+].[Na+] (sodium thiosulfate). Run in C(C)#N (acetonitrile). Run at temperature 50 celsius, time 15 hour. The product is O1C(C1)CO[C@@H]1CC[C@H](CC1)N1C=2N(C(=C(C1=O)CC1=CC=C(C=C1)C=1C(=CC=CC1)C#N)CCC)N=CN2 (4′-({4-[trans-4-(oxiran-2-ylmethoxy)cyclohexyl]-5-oxo-7-propyl-4,5-dihydro[1,2,4]triazolo[1,5-a]pyrimidin-6-yl}methyl)biphenyl-2-carbonitrile). Isolated yield 22.0%. As a reaction SMILES: [O:1]=[C:2]1[C:7]([CH2:8][C:9]2[CH:14]=[CH:13][C:12]([C:15]3[C:16]([C:21]#[N:22])=[CH:17][CH:18]=[CH:19][CH:20]=3)=[CH:11][CH:10]=2)=[C:6]([CH2:23][CH2:24][CH3:25])[N:5]2[N:26]=[CH:27][N:28]=[C:4]2[N:3]1[CH:29]1[CH2:34][CH2:33][CH:32]([O:35][CH2:36][CH:37]=[CH2:38])[CH2:31][CH2:30]1.ClC1C=CC=C(C(OO)=[O:47])C=1.C(=O)([O-])O.[Na+].S([O-])([O-])(=O)=S.[Na+].[Na+]>C(#N)C>[O:47]1[CH2:38][CH:37]1[CH2:36][O:35][C@H:32]1[CH2:31][CH2:30][C@H:29]([N:3]2[C:2](=[O:1])[C:7]([CH2:8][C:9]3[CH:10]=[CH:11][C:12]([C:15]4[C:16]([C:21]#[N:22])=[CH:17][CH:18]=[CH:19][CH:20]=4)=[CH:13][CH:14]=3)=[C:6]([CH2:23][CH2:24][CH3:25])[N:5]3[N:26]=[CH:27][N:28]=[C:4]23)[CH2:34][CH2:33]1 |f:2.3,4.5.6|. Reported procedure: A mixture of 4′-({5-oxo-4-[4-(prop-2-en-1-yloxy)cyclohexyl]-7-propyl-4,5-dihydro[1,2,4]triazolo[1,5-a]pyrimidin-6-yl}methyl)biphenyl-2-carbonitrile (1.1 g), m-chloroperbenzoic acid (1.8 g) and acetonitrile (10 mL) was stirred at 50° C. for 15 hr. Saturated aqueous sodium hydrogen carbonate solution and aqueous sodium thiosulfate solution were added to the reaction mixture, and the mixture was stirred for 30 min. The solvent was evaporated under reduced pressure, and the residue was extracted wit... Reactants: CCO, CC(C)S(=O)(=O)n1c(N)nc2ccc(-c3nc(C4CCN(C(=O)OCc5ccccc5)CC4)[nH]c3-c3ccccc3)cc21, O=C[O-], [NH4+]. Product: CC(C)S(=O)(=O)n1c(N)nc2ccc(-c3nc(C4CCNCC4)[nH]c3-c3ccccc3)cc21. Reaction SMILES: [CH3:48][CH2:49][OH:50].[CH:1]([CH3:2])([CH3:3])[S:4](=[O:5])(=[O:6])[n:7]1[c:8]([NH2:43])[n:9][c:10]2[c:11]1[cH:12][c:13](-[c:16]1[n:17][c:18]([CH:27]3[CH2:28][CH2:29][N:30]([C:33]([O:34][CH2:35][c:36]4[cH:37][cH:38][cH:39][cH:40][cH:41]4)=[O:42])[CH2:31][CH2:32]3)[nH:19][c:20]1-[c:21]1[cH:22][cH:23][cH:24][cH:25][cH:26]1)[cH:14][cH:15]2.[CH:44]([O-:45])=[O:46].[NH4+:47]>>[CH:1]([CH3:2])([CH3:3])[S:4](=[O:5])(=[O:6])[n:7]1[c:8]([NH2:43])[n:9][c:10]2[c:11]1[cH:12][c:13](-[c:16]1[n:17][c:18]([CH:27]3[CH2:28][CH2:29][NH:30][CH2:31][CH2:32]3)[nH:19][c:20]1-[c:21]1[cH:22][cH:23][cH:24][cH:25][cH:26]1)[cH:14][cH:15]2. The reactants are ON1C(CCC1=O)=O (N-Hydroxysuccinimide), CCN=C=NCCCN(C)C (EDCI), C(=O)(O)CN1C(C(CC2=CC=CC=C12)NC(=O)C=1NC2=CC=C(C=C2C1)Cl)=O (N-[1-(Carboxymethyl)-2-oxo-1,2,3,4-tetrahydroquinolin-3-yl]-5-chloroindole-2-carboxamide). Run in C(Cl)Cl (DCM). Run at time 18 hour. The product is O=C1N(C(CC1)=O)OC(CN1C(C(CC2=CC=CC=C12)NC(=O)C=1NC2=CC=C(C=C2C1)C)=O)=O (N-(1-{2-[(2,5-Dioxopyrrolidin-1-yl)oxy]-2-oxoethyl}-2-oxo-1,2,3,4-tetrahydroquinolin-3-yl)-5-methyl-1H-indole-2-carboxamide). Isolated yield 101.7%. As a reaction SMILES: O[N:2]1[C:6](=[O:7])[CH2:5][CH2:4][C:3]1=[O:8].[CH3:9]CN=C=NCCCN(C)C.[C:20]([CH2:23][N:24]1[C:33]2[C:28](=[CH:29][CH:30]=[CH:31][CH:32]=2)[CH2:27][CH:26]([NH:34][C:35]([C:37]2[NH:38][C:39]3[C:44]([CH:45]=2)=[CH:43][C:42](Cl)=[CH:41][CH:40]=3)=[O:36])[C:25]1=[O:47])([OH:22])=[O:21]>C(Cl)Cl>[O:8]=[C:3]1[CH2:4][CH2:5][C:6](=[O:7])[N:2]1[O:22][C:20](=[O:21])[CH2:23][N:24]1[C:33]2[C:28](=[CH:29][CH:30]=[CH:31][CH:32]=2)[CH2:27][CH:26]([NH:34][C:35]([C:37]2[NH:38][C:39]3[C:44]([CH:45]=2)=[CH:43][C:42]([CH3:9])=[CH:41][CH:40]=3)=[O:36])[C:25]1=[O:47]. Procedure: N-Hydroxysuccinimide (496 mg, 4.31 mmol) and EDCI (1.04 g, 5.38 mmol) were added to a suspension of N-[1-(carboxymethyl)-2-oxo-1,2,3,4-tetrahydroquinolin-3-yl]-5-chloroindole-2-carboxamide (Example 2, 1.71 g, 4.31 mmol)) in DCM (50 mL) and stirred for 18 hours. The suspension was evaporated and the residue partitioned between EtOAc:THF (4:1)(200 mL) and H2O. The organic was dried (Na2SO4), filtered and evaporated. The solid was triturated with refluxing Et2O (25 mL), filtered, washed with Et2O (...